From a dataset of the Open Reaction Database (ORD), a public repository of structured organic reaction records. describe an organic reaction: reactants, conditions, products, and yield Reactants: CC(C)(C)OC(=O)Cn1ccc2cnccc21, ClCCl, O=C(O)C(F)(F)F. Product: O=C(O)Cn1ccc2cnccc21. Reaction SMILES: [C:1]([CH3:2])([CH3:3])([CH3:4])[O:5][C:6]([CH2:7][n:8]1[cH:9][cH:10][c:11]2[cH:12][n:13][cH:14][cH:15][c:16]12)=[O:17].[Cl:25][CH2:26][Cl:27].[OH:18][C:19]([C:20]([F:21])([F:22])[F:23])=[O:24]>>[O:5]=[C:6]([CH2:7][n:8]1[cH:9][cH:10][c:11]2[cH:12][n:13][cH:14][cH:15][c:16]12)[OH:17]. Starting materials: [OH-].[Na+] (sodium hydroxide), OO (hydrogen peroxide), C12CCCC(CCC1)B2 (9-borabicyclo[3.3.1]nonane), C(C=C)O[C@@H]1C[C@H]2CC[C@H]3[C@]4(CC[C@@H]([C@@]4(C)CC[C@@H]3[C@]2(CC1)C)C1=COC=C1)O (3β-(prop-2-enoxy)-17β-(3-furyl)-5β-androstan-14β-ol). Run in C(C)O (ethanol), O1CCCC1 (tetrahydrofuran), O1CCCC1 (tetrahydrofuran). Run at time 6 hour. Product: OCCCO[C@@H]1C[C@H]2CC[C@H]3[C@]4(CC[C@@H]([C@@]4(C)CC[C@@H]3[C@]2(CC1)C)C1=COC=C1)O (3β-(3-hydroxypropoxy)-17β-(3-furyl)-5β-androstan-14β-ol). Reaction SMILES: C12BC(CCC1)CCC2.[CH2:10]([O:13][C@H:14]1[CH2:31][CH2:30][C@@:29]2([CH3:32])[C@H:16]([CH2:17][CH2:18][C@@H:19]3[C@@H:28]2[CH2:27][CH2:26][C@@:24]2([CH3:25])[C@:20]3([OH:38])[CH2:21][CH2:22][C@@H:23]2[C:33]2[CH:37]=[CH:36][O:35][CH:34]=2)[CH2:15]1)[CH:11]=[CH2:12].[OH-:39].[Na+].OO>O1CCCC1.C(O)C>[OH:39][CH2:12][CH2:11][CH2:10][O:13][C@H:14]1[CH2:31][CH2:30][C@@:29]2([CH3:32])[C@H:16]([CH2:17][CH2:18][C@@H:19]3[C@@H:28]2[CH2:27][CH2:26][C@@:24]2([CH3:25])[C@:20]3([OH:38])[CH2:21][CH2:22][C@@H:23]2[C:33]2[CH:37]=[CH:36][O:35][CH:34]=2)[CH2:15]1 |f:2.3|. Procedure details: To a solution of 0.17 g of 9-borabicyclo[3.3.1]nonane in 35 ml of dry tetrahydrofuran, 0.50 g of 3β-(prop-2-enoxy)-17β-(3-furyl)-5β-androstan-14β-ol in 10 ml of tetrahydrofuran were added under nitrogen atmosphere, at room temperature. The solution was stirred for 6 hrs then 0.75 ml of ethanol, 0.25 ml of sodium hydroxide 6N and 0.50 ml of hydrogen peroxide 30% were added. The mixture was stirred at 50° C. for an hr, quenched with a solution of 0.76 g of potassium carbonate in 20 ml of water and... The reactants are C1(=CC=CC=C1)C1=C(C(=O)NC2=CC=C(C=C2)C(=O)N2CCCC(C3=C2C=CC=C3)=O)C=CC=C1 (2-phenyl-4'-[(5-oxo-2,3,4,5-tetrahydro-1H-1-benzazepin-1-yl)carbonyl]benzanilide), Cl.N1=CC(=CC=C1)CC(=S)N (3-pyridylthioacetamide hydrochloride). Product: Cl.N1=CC(=CC=C1)CC=1SC=2CCN(C3=C(C2N1)C=CC=C3)C(=O)C3=CC=C(NC(C1=C(C=CC=C1)C1=CC=CC=C1)=O)C=C3 (4'-[[2-(3-pyridylmethyl)-5,6-dihydro-4H-thiazolo[5,4-d][1]benzazepin-6-yl)carbonyl]-2-phenylbenzanilide hydrochloride). The yield is 18.3%. RXN SMILES: [C:1]1([C:7]2[CH:35]=[CH:34][CH:33]=[CH:32][C:8]=2[C:9]([NH:11][C:12]2[CH:17]=[CH:16][C:15]([C:18]([N:20]3[C:26]4[CH:27]=[CH:28][CH:29]=[CH:30][C:25]=4[C:24](=O)[CH2:23][CH2:22][CH2:21]3)=[O:19])=[CH:14][CH:13]=2)=[O:10])[CH:6]=[CH:5][CH:4]=[CH:3][CH:2]=1.[ClH:36].[N:37]1[CH:42]=[CH:41][CH:40]=[C:39]([CH2:43][C:44]([NH2:46])=[S:45])[CH:38]=1>>[ClH:36].[N:37]1[CH:42]=[CH:41][CH:40]=[C:39]([CH2:43][C:44]2[S:45][C:23]3[CH2:22][CH2:21][N:20]([C:18]([C:15]4[CH:16]=[CH:17][C:12]([NH:11][C:9](=[O:10])[C:8]5[CH:32]=[CH:33][CH:34]=[CH:35][C:7]=5[C:1]5[CH:6]=[CH:5][CH:4]=[CH:3][CH:2]=5)=[CH:13][CH:14]=4)=[O:19])[C:26]4[CH:27]=[CH:28][CH:29]=[CH:30][C:25]=4[C:24]=3[N:46]=2)[CH:38]=1 |f:1.2,3.4|. Procedure: Using 400 mg of 2-phenyl-4'-[(5-oxo-2,3,4,5-tetrahydro-1H-1-benzazepin-1-yl)carbonyl]benzanilide and 400 mg of 3-pyridylthioacetamide hydrochloride, the procedure of Example 5 was repeated to obtain 100 mg of 4'-[[2-(3-pyridylmethyl)-5,6-dihydro-4H-thiazolo[5,4-d][1]benzazepin-6-yl)carbonyl]-2-phenylbenzanilide hydrochloride as an amorphous solid. Reactants: C(C)(=O)C1=CC=C(C=C1)B(O)O (4-acetylphenylboronic acid), C(O)([O-])=O.[Na+] (sodium hydrogen carbonate), C1(=CC=CC=C1)C (toluene), C(C1=CC=CC=C1)(=O)NC1C(C(=O)OC)(C=CC=C1)Br (methyl 2-(benzamido)-1-bromobenzoate). Reagents/catalysts: C=1C=CC(=CC1)[P](C=2C=CC=CC2)(C=3C=CC=CC3)[Pd]([P](C=4C=CC=CC4)(C=5C=CC=CC5)C=6C=CC=CC6)([P](C=7C=CC=CC7)(C=8C=CC=CC8)C=9C=CC=CC9)[P](C=1C=CC=CC1)(C=1C=CC=CC1)C=1C=CC=CC1 (tetrakis(triphenylphosphine)palladium(0)). Solvent: O (water), C(C)O (ethanol). Conditions: temperature 160 celsius, time 5 minute. Yields the product C(C)(=O)C1=CC=C(C=C1)C1=CC(=C(C(=O)O)C=C1)NC(C1=CC=CC=C1)=O (4-(4-acetylphenyl)-2-(benzamido)benzoic acid). Reaction SMILES: [C:1]([C:4]1[CH:9]=[CH:8][C:7](B(O)O)=[CH:6][CH:5]=1)(=[O:3])[CH3:2].C(=O)([O-])O.[Na+].C1(C)C=CC=CC=1.[C:25]([NH:33][CH:34]1[CH:43]=[CH:42][CH:41]=[CH:40][C:35]1(Br)[C:36]([O:38]C)=[O:37])(=[O:32])[C:26]1[CH:31]=[CH:30][CH:29]=[CH:28][CH:27]=1>C1C=CC([P]([Pd]([P](C2C=CC=CC=2)(C2C=CC=CC=2)C2C=CC=CC=2)([P](C2C=CC=CC=2)(C2C=CC=CC=2)C2C=CC=CC=2)[P](C2C=CC=CC=2)(C2C=CC=CC=2)C2C=CC=CC=2)(C2C=CC=CC=2)C2C=CC=CC=2)=CC=1.O.C(O)C>[C:1]([C:4]1[CH:9]=[CH:8][C:7]([C:42]2[CH:41]=[CH:40][C:35]([C:36]([OH:38])=[O:37])=[C:34]([NH:33][C:25](=[O:32])[C:26]3[CH:31]=[CH:30][CH:29]=[CH:28][CH:27]=3)[CH:43]=2)=[CH:6][CH:5]=1)(=[O:3])[CH3:2] |f:1.2,^1:48,50,69,88|. Reported procedure: 51 mg of 4-acetylphenylboronic acid, 61 mg of sodium hydrogen carbonate and 12 mg of tetrakis(triphenylphosphine)palladium(0) were added to a mixed solution of 2.0 mL of toluene, 0.6 mL of ethanol and 0.4 mL of water containing 70 mg of methyl 2-(benzamido)-1-bromobenzoate, and stirred under pressure at 160° C. for 5 minutes. After the reaction mixture was cooled to room temperature, insoluble were removed by filtration, ethyl acetate and 0.5 mol/L hydrochloric acid were added and a solid substa... Starting materials: NCC(O)c1cccc(Cl)c1, COC(=O)C(O)Cc1ccc(OCC(C)=O)cc1, O, c1ccccc1. Product: COC(=O)C(O)Cc1ccc(OCC(C)NCC(O)c2cccc(Cl)c2)cc1. RXN SMILES: [NH2:1][CH2:2][CH:3]([OH:4])[c:5]1[cH:6][c:7]([Cl:11])[cH:8][cH:9][cH:10]1.[O:12]=[C:13]([CH2:14][O:15][c:16]1[cH:17][cH:18][c:19]([CH2:22][CH:23]([C:24](=[O:25])[O:26][CH3:27])[OH:28])[cH:20][cH:21]1)[CH3:29].[OH2:30].[cH:31]1[cH:32][cH:33][cH:34][cH:35][cH:36]1>>[NH:1]([CH2:2][CH:3]([OH:4])[c:5]1[cH:6][c:7]([Cl:11])[cH:8][cH:9][cH:10]1)[CH:13]([CH2:14][O:15][c:16]1[cH:17][cH:18][c:19]([CH2:22][CH:23]([C:24](=[O:25])[O:26][CH3:27])[OH:28])[cH:20][cH:21]1)[CH3:29]. Reactants: C1(CCCC1)N1C(C(=C(C2=C1N=C(N=C2)SC)C)I)=O (8-Cyclopentyl-6-iodo-5-methyl-2-methylsulfanyl-8H-pyrido[2,3-d]pyrimidin-7-one), C1(=CC=CC=C1)S(=O)(=O)N1OC1C1=CC=CC=C1 (2-benzenesulfonyl-3-phenyloxaziridine). Solvent: ClCCl (dichloromethane). Product: C1(CCCC1)N1C(C(=C(C2=C1N=C(N=C2)S(=O)C)C)I)=O (8-cyclopentyl-6-iodo-2-methanesulfinyl-5-methyl-8H-pyrido[2,3-d]pyrimidin-7-one). Isolated yield 73.9%. Reaction SMILES: [CH:1]1([N:6]2[C:11]3[N:12]=[C:13]([S:16][CH3:17])[N:14]=[CH:15][C:10]=3[C:9]([CH3:18])=[C:8]([I:19])[C:7]2=[O:20])[CH2:5][CH2:4][CH2:3][CH2:2]1.C1(S(N2C(C3C=CC=CC=3)O2)(=O)=[O:28])C=CC=CC=1>ClCCl>[CH:1]1([N:6]2[C:11]3[N:12]=[C:13]([S:16]([CH3:17])=[O:28])[N:14]=[CH:15][C:10]=3[C:9]([CH3:18])=[C:8]([I:19])[C:7]2=[O:20])[CH2:2][CH2:3][CH2:4][CH2:5]1. Reported procedure: 8-Cyclopentyl-6-iodo-5-methyl-2-methylsulfanyl-8H-pyrido[2,3-d]pyrimidin-7-one (1.51 g, 3.76 mmol) and 2-benzenesulfonyl-3-phenyloxaziridine (0.98 g, 3.76 mmol) were combined in dichloromethane (14 mL) and stirred at room temperature until no starting material remained. The solvent was removed in vacuo and the residue was purified by chromatography (gradient 50% ethyl acetate in heptane to 100% ethyl acetate) to provide 8-cyclopentyl-6-iodo-2-methanesulfinyl-5-methyl-8H-pyrido[2,3-d]pyrimidin-7-... Reactants: CC(C)(C)C(=O)CBr, O=C([O-])[O-], ClCCl, CCC(C)=O, Cc1nn(C)c(O)c1C(=O)c1ccc(Cl)cc1Cl, [K+], [K+]. The product is Cc1nn(C)c(OCC(=O)C(C)(C)C)c1C(=O)c1ccc(Cl)cc1Cl. As a reaction SMILES: [Br:25][CH2:26][C:27](=[O:28])[C:29]([CH3:30])([CH3:31])[CH3:32].[C:19](=[O:20])([O-:21])[O-:22].[CH2:33]([Cl:34])[Cl:35].[CH2:36]([C:37]([CH3:38])=[O:39])[CH3:40].[CH3:1][n:2]1[n:3][c:4]([CH3:18])[c:5]([C:8]([c:9]2[c:10]([Cl:16])[cH:11][c:12]([Cl:15])[cH:13][cH:14]2)=[O:17])[c:6]1[OH:7].[K+:23].[K+:24]>>[CH3:1][n:2]1[n:3][c:4]([CH3:18])[c:5]([C:8]([c:9]2[c:10]([Cl:16])[cH:11][c:12]([Cl:15])[cH:13][cH:14]2)=[O:17])[c:6]1[O:7][CH2:26][C:27](=[O:28])[C:29]([CH3:30])([CH3:31])[CH3:32].